From a dataset of the Open Reaction Database (ORD), a public repository of structured organic reaction records. describe an organic reaction: reactants, conditions, products, and yield Reactants: ClC1=CC=C(C=2CCN(CCC21)C)[N+](=O)[O-] (6-chloro-3-methyl-9-nitro-2,3,4,5-tetrahydro-1H-3-benzazepine), [H][H] (hydrogen), [H][H] (hydrogen), 60. Reagents/catalysts: [Pt](=O)=O (platinum dioxide). Run in C(C)O (ethanol). The product is NC1=CC=C(C2=C1CCN(CC2)C)Cl (9-amino-6-chloro-3-methyl-2,3,4,5-tetrahydro-1H-3-benzazepine). As a reaction SMILES: [Cl:1][C:2]1[C:12]2[CH2:11][CH2:10][N:9]([CH3:13])[CH2:8][CH2:7][C:6]=2[C:5]([N+:14]([O-])=O)=[CH:4][CH:3]=1.[H][H]>[Pt](=O)=O.C(O)C>[NH2:14][C:5]1[C:6]2[CH2:7][CH2:8][N:9]([CH3:13])[CH2:10][CH2:11][C:12]=2[C:2]([Cl:1])=[CH:3][CH:4]=1. Procedure: A suspension of 12.0 g. (0.05 mole) of 6-chloro-3-methyl-9-nitro-2,3,4,5-tetrahydro-1H-3-benzazepine, 100 ml. of ethanol and 0.2 g. of platinum dioxide is hydrogenated on a Parr apparatus at 25° C. and an initial hydrogen pressure of 60 p.s.i. After the rapid hydrogen uptake is completed, the mixture is filtered and the filtrate is concentrated in vacuo to give 9-amino-6-chloro-3-methyl-2,3,4,5-tetrahydro-1H-3-benzazepine. Starting materials: CCOC(=O)c1cc(OC2CN(C(=O)N(C)C)C2)c2cc(C)oc2c1, ClCCl, Cc1ccc(N)nc1. Yields the product Cc1ccc(NC(=O)c2cc(OC3CN(C(=O)N(C)C)C3)c3cc(C)oc3c2)nc1. Reaction SMILES: [CH3:9][N:10]([C:11](=[O:12])[N:13]1[CH2:14][CH:15]([O:17][c:18]2[cH:19][c:20]([C:28](=[O:29])[O:30][CH2:31][CH3:32])[cH:21][c:22]3[c:23]2[cH:24][c:25]([CH3:27])[o:26]3)[CH2:16]1)[CH3:33].[Cl:34][CH2:35][Cl:36].[NH2:1][c:2]1[n:3][cH:4][c:5]([CH3:8])[cH:6][cH:7]1>>[NH:1]([c:2]1[n:3][cH:4][c:5]([CH3:8])[cH:6][cH:7]1)[C:28]([c:20]1[cH:19][c:18]([O:17][CH:15]2[CH2:14][N:13]([C:11]([N:10]([CH3:9])[CH3:33])=[O:12])[CH2:16]2)[c:23]2[c:22]([cH:21]1)[o:26][c:25]([CH3:27])[cH:24]2)=[O:29]. Starting materials: ClC1=C(C=CC=C1)N(C(=O)C1=CC2=C(C3=C(OCC2)C=C(C=C3)C(=O)OC)S1)C (methyl 2-((2-chlorophenyl)(methyl)carbamoyl)-4,5-dihydrobenzo[b]thieno[2,3-d]oxepine-8-carboxylate), CNC (dimethylamine). Product: ClC1=C(C=CC=C1)N(C(=O)C1=CC2=C(C3=C(OCC2)C=C(C=C3)C(=O)N(C)C)S1)C (N2-(2-chlorophenyl)-N2,N8,N8-trimethyl-4,5-dihydrobenzo[b]thieno[2,3-d]oxepine-2,8-dicarboxamide). RXN SMILES: [Cl:1][C:2]1[CH:7]=[CH:6][CH:5]=[CH:4][C:3]=1[N:8]([CH3:29])[C:9]([C:11]1[S:28][C:14]2[C:15]3[CH:23]=[CH:22][C:21]([C:24](OC)=[O:25])=[CH:20][C:16]=3[O:17][CH2:18][CH2:19][C:13]=2[CH:12]=1)=[O:10].[CH3:30][NH:31][CH3:32]>>[Cl:1][C:2]1[CH:7]=[CH:6][CH:5]=[CH:4][C:3]=1[N:8]([CH3:29])[C:9]([C:11]1[S:28][C:14]2[C:15]3[CH:23]=[CH:22][C:21]([C:24]([N:31]([CH3:32])[CH3:30])=[O:25])=[CH:20][C:16]=3[O:17][CH2:18][CH2:19][C:13]=2[CH:12]=1)=[O:10]. Procedure details: Following Example 47 and General Procedure C, methyl 2-((2-chlorophenyl)(methyl)carbamoyl)-4,5-dihydrobenzo[b]thieno[2,3-d]oxepine-8-carboxylate 138 and dimethylamine gave 101. MS: (ESI+) 441.1. The reactants are [OH-].[K+] (potassium hydroxide), C(C)OC(C(C(=O)OCC)CCCCC1=CC=CC=C1)=O (4-phenylbutylmalonic acid diethyl ester). Run in C(C)O (ethanol), C(C)O (ethanol). Reaction conditions: time 24 hour. The product is C(C)OC(C(C(=O)O)CCCCC1=CC=CC=C1)=O (4-Phenylbutylmalonic acid monoethyl ester). As a reaction SMILES: [OH-].[K+].[CH2:3]([O:5][C:6](=[O:23])[CH:7]([CH2:13][CH2:14][CH2:15][CH2:16][C:17]1[CH:22]=[CH:21][CH:20]=[CH:19][CH:18]=1)[C:8]([O:10]CC)=[O:9])[CH3:4]>C(O)C>[CH2:3]([O:5][C:6](=[O:23])[CH:7]([CH2:13][CH2:14][CH2:15][CH2:16][C:17]1[CH:18]=[CH:19][CH:20]=[CH:21][CH:22]=1)[C:8]([OH:10])=[O:9])[CH3:4] |f:0.1|. Procedure details: A solution of 17.8 g of potassium hydroxide in 200 ml of ethanol is added dropwise to 91 g of 4-phenylbutylmalonic acid diethyl ester in 200 ml of ethanol at room temperature (20° C.). The mixture is stirred for 24 hours and substantially concentrated in vacuo; the residue is taken up in 500 ml of water, and the aqueous mixture is extracted twice with 100 ml of diethyl ether each time. The aqueous phase is acidified with concentrated hydrochloric acid (while cooling with ice) and extracted 3 tim... Starting materials: Nc1ccc(OCc2ccccc2)c(Cl)c1, CN1CCCC1=O, CO, Clc1ncnc2cc[nH]c12. Yields the product Clc1cc(Nc2ncnc3cc[nH]c23)ccc1OCc1ccccc1. As a reaction SMILES: [CH2:11]([c:12]1[cH:13][cH:14][cH:15][cH:16][cH:17]1)[O:18][c:19]1[c:20]([Cl:26])[cH:21][c:22]([NH2:23])[cH:24][cH:25]1.[CH3:27][N:28]1[CH2:29][CH2:30][CH2:31][C:32]1=[O:33].[CH3:34][OH:35].[Cl:1][c:2]1[c:3]2[c:4]([n:5][cH:6][n:7]1)[cH:8][cH:9][nH:10]2>>[c:2]1([NH:23][c:22]2[cH:21][c:20]([Cl:26])[c:19]([O:18][CH2:11][c:12]3[cH:13][cH:14][cH:15][cH:16][cH:17]3)[cH:25][cH:24]2)[c:3]2[c:4]([n:5][cH:6][n:7]1)[cH:8][cH:9][nH:10]2.